Dataset: the Open Reaction Database (ORD), a public repository of structured organic reaction records. Task: describe an organic reaction: reactants, conditions, products, and yield The reactants are N1C(CC2=NC=CC=C21)=O (1,3-dihydro-2H-pyrrolo[3,2-b]pyridin-2-one), C(C)(C)(C)OC(N(C)C)OC(C)(C)C (dimethylformamide di-t-butylacetal). Solvent: CN(C)C=O (DMF). Yields the product CN(C)C=C1C(NC=2C1=NC=CC2)=O (3-[(Dimethylamino)methylidene]-1H-pyrrolo[3,2-b]pyridin-2-one). Reaction SMILES: [NH:1]1[C:9]2[C:4](=[N:5][CH:6]=[CH:7][CH:8]=2)[CH2:3][C:2]1=[O:10].C(O[CH:16](OC(C)(C)C)[N:17]([CH3:19])[CH3:18])(C)(C)C>CN(C=O)C>[CH3:16][N:17]([CH:19]=[C:3]1[C:4]2=[N:5][CH:6]=[CH:7][CH:8]=[C:9]2[NH:1][C:2]1=[O:10])[CH3:18]. Procedure: This monomer was generated in situ (during library synthesis) from 1,3-dihydro-2H-pyrrolo[3,2-b]pyridin-2-one and dimethylformamide di-t-butylacetal in DMF. The reactants are CCOC(C)=O, CO, CCCCCC, Cc1ccccc1C#C[Si](C)(C)C, Cl, [K+], [OH-]. Yields the product C#Cc1ccccc1C. Reaction SMILES: [CH3:16][CH2:17][O:18][C:19](=[O:20])[CH3:21].[CH3:23][OH:24].[CH3:25][CH2:26][CH2:27][CH2:28][CH2:29][CH3:30].[CH3:3][Si:4]([C:5]#[C:6][c:7]1[c:8]([CH3:13])[cH:9][cH:10][cH:11][cH:12]1)([CH3:14])[CH3:15].[ClH:22].[K+:2].[OH-:1]>>[CH:5]#[C:6][c:7]1[c:8]([CH3:13])[cH:9][cH:10][cH:11][cH:12]1. Reactants: CS, CC#N, [Na], CC(Br)S(=O)c1ccccc1. Product: CSC(C)S(=O)c1ccccc1. RXN SMILES: [CH3:13][SH:14].[CH3:15][C:16]#[N:17].[Na:12].[c:1]1([S:7](=[O:8])[CH:9]([CH3:10])[Br:11])[cH:2][cH:3][cH:4][cH:5][cH:6]1>>[c:1]1([S:7](=[O:8])[CH:9]([CH3:10])[S:14][CH3:13])[cH:2][cH:3][cH:4][cH:5][cH:6]1. Starting materials: C(C)(=O)C1=CC2=C(O1)C=CC=C2 (2-acetyl benzo[b]furan), C(C1=CC=CC=C1)=O (benzaldehyde), Cl (hydrochloric acid). Solvent: CO (methanol). The product is O1C2=C(C=C1C(C=CC1=CC=CC=C1)=O)C=CC=C2 (1-(benzo[b]furan-2-yl)-3-phenylprop-2-ene-1-one). RXN SMILES: [C:1]([C:4]1[O:8][C:7]2[CH:9]=[CH:10][CH:11]=[CH:12][C:6]=2[CH:5]=1)(=[O:3])[CH3:2].[CH:13](=O)[C:14]1[CH:19]=[CH:18][CH:17]=[CH:16][CH:15]=1.Cl>CO>[O:8]1[C:4]([C:1](=[O:3])[CH:2]=[CH:13][C:14]2[CH:19]=[CH:18][CH:17]=[CH:16][CH:15]=2)=[CH:5][C:6]2[CH:12]=[CH:11][CH:10]=[CH:9][C:7]1=2. Reported procedure: 8 g of 2-acetyl benzo[b]furan and 6 g of benzaldehyde are heated to boiling in 50 ml of methanol in the presence of 3 of concentrated hydrochloric acid. The batch is cooled after 10 h, and the precipitated yellow mass of crystals is filtered off by suction and rewashed with a small quantity of cold methanol. The reactants are [OH-].[Na+] (sodium hydroxide), C1(CCCCCN1)=O (caprolactam), C1(CCCCCN1)=O (caprolactam), [OH-].[Na+] (sodium hydroxide), C1(CCCCCN1)=O (caprolactam), [OH-].[Na+] (sodium hydroxide). The product is Na-salt, NCCCCCC(=O)O (6-aminocaproic acid). As a reaction SMILES: [OH-:1].[Na+].[C:3]1(=[O:10])[NH:9][CH2:8][CH2:7][CH2:6][CH2:5][CH2:4]1>>[NH2:9][CH2:8][CH2:7][CH2:6][CH2:5][CH2:4][C:3]([OH:10])=[O:1] |f:0.1|. Procedure details: The removal of water takes place in the presence of a total of less than 20 mmol of sodium hydroxide, in aqueous solution, per kg of caprolactam. The aqueous sodium hydroxide solution for this is added to the caprolactam prior to the evaporators. The aqueous sodium hydroxide solution is to react with caprolactam to give the Na-salt of 6-aminocaproic acid. This salt, according to DD-A-202870, has the same purification effect as sodium hydroxide, but, in contrast to sodium hydroxide, does not caus... The reactants are C(C)OC(=O)C1CCC(CC1)NC1=NC=CC(=N1)C1=CN=C2N1C=CC=C2C(C)(C)O (4-{4-[8-(1-hydroxy-1-methyl-ethyl)-imidazo[1,2-a]pyridin-3-yl]-pyrimidin-2-ylamino}-cyclohexanecarboxylic acid ethyl ester), O[Li].O (LiOH—H2O), C1CCOC1 (THF), CCO (EtOH). The solvent is O (water). Reaction conditions: time 8 hour. The product is OC(C)(C)C=1C=2N(C=CC1)C(=CN2)C2=NC(=NC=C2)NC2CCC(CC2)C(=O)O (4-{4-[8-(1-hydroxy-1-methyl-ethyl)-imidazo[1,2-a]pyridin-3-yl]-pyrimidin-2-ylamino}-cyclohexanecarboxylic acid). Yield: 87.2%. Reaction SMILES: C([O:3][C:4]([CH:6]1[CH2:11][CH2:10][CH:9]([NH:12][C:13]2[N:18]=[C:17]([C:19]3[N:23]4[CH:24]=[CH:25][CH:26]=[C:27]([C:28]([OH:31])([CH3:30])[CH3:29])[C:22]4=[N:21][CH:20]=3)[CH:16]=[CH:15][N:14]=2)[CH2:8][CH2:7]1)=[O:5])C.O[Li].O.C1COCC1.CCO>O>[OH:31][C:28]([C:27]1[C:22]2[N:23]([C:19]([C:17]3[CH:16]=[CH:15][N:14]=[C:13]([NH:12][CH:9]4[CH2:10][CH2:11][CH:6]([C:4]([OH:5])=[O:3])[CH2:7][CH2:8]4)[N:18]=3)=[CH:20][N:21]=2)[CH:24]=[CH:25][CH:26]=1)([CH3:29])[CH3:30] |f:1.2|. Procedure details: A mixture of 4-{4-[8-(1-hydroxy-1-methyl-ethyl)-imidazo[1,2-a]pyridin-3-yl]-pyrimidin-2-ylamino}-cyclohexanecarboxylic acid ethyl ester (0.215 g), LiOH—H2O (0.106 g), THF (20 mL), EtOH (5 mL) and water (5 mL) was stirred at RT overnight. The reaction mixture was then concentrated to remove THF and EtOH, neutralized with HCl (1 N), and the resulting solid filtered and dried at 50° C. under vacuum overnight to provide 4-{4-[8-(1-hydroxy-1-methyl-ethyl)-imidazo[1,2-a]pyridin-3-yl]-pyrimidin-2-ylami... Starting materials: COC(C1=C(C=CC=C1)Br)OC (2-bromobenzaldehyde dimethylacetal), COC=1C=C(C=O)C=CC1OC (3,4-dimethoxybenzaldehyde). Yields the product COC(C1=C(C=CC=C1)C(C1=CC(=C(C=C1)OC)OC)O)OC (2-(3,4-dimethoxy-α-hydroxybenzyl)benzaldehyde dimethylacetal). The yield is 89.0%. As a reaction SMILES: [CH3:1][O:2][CH:3]([O:11][CH3:12])[C:4]1[CH:9]=[CH:8][CH:7]=[CH:6][C:5]=1Br.[CH3:13][O:14][C:15]1[CH:16]=[C:17]([CH:20]=[CH:21][C:22]=1[O:23][CH3:24])[CH:18]=[O:19]>>[CH3:1][O:2][CH:3]([O:11][CH3:12])[C:4]1[CH:9]=[CH:8][CH:7]=[CH:6][C:5]=1[CH:18]([OH:19])[C:17]1[CH:20]=[CH:21][C:22]([O:23][CH3:24])=[C:15]([O:14][CH3:13])[CH:16]=1. Reported procedure: 2-bromobenzaldehyde dimethylacetal and 3,4-dimethoxybenzaldehyde are reacted in the same manner as described in Example 1-(1), whereby 2-(3,4-dimethoxy-α-hydroxybenzyl)benzaldehyde dimethylacetal is obtained as pale yellow syrup. The reactants are O=[N+]([O-])c1ccc(Cl)cc1Br, O=C([O-])[O-], Cc1ccccc1, [Cs+], [Cs+], Nc1nc(Cl)c2[nH]c(=O)n(C3CCOCC3)c2n1, CC(=O)[O-], CC(=O)[O-], [Pd+2], c1ccc(P(c2ccccc2)c2ccc3ccccc3c2-c2c(P(c3ccccc3)c3ccccc3)ccc3ccccc23)cc1. The product is O=c1[nH]c2c(Cl)nc(Nc3cc(Cl)ccc3[N+](=O)[O-])nc2n1C1CCOCC1. Reaction SMILES: [Br:47][c:48]1[c:49]([N+:55](=[O:56])[O-:57])[cH:50][cH:51][c:52]([Cl:54])[cH:53]1.[C:76](=[O:77])([O-:78])[O-:79].[CH3:82][c:83]1[cH:84][cH:85][cH:86][cH:87][cH:88]1.[Cs+:80].[Cs+:81].[NH2:58][c:59]1[n:60][c:61]([Cl:75])[c:62]2[nH:63][c:64](=[O:74])[n:65]([CH:68]3[CH2:69][CH2:70][O:71][CH2:72][CH2:73]3)[c:66]2[n:67]1.[O-:90][C:91]([CH3:92])=[O:93].[O-:94][C:95]([CH3:96])=[O:97].[Pd+2:89].[cH:1]1[cH:2][cH:3][c:4]([P:5]([c:6]2[cH:7][cH:8][c:9]3[c:10]([cH:11][cH:12][cH:13][cH:14]3)[c:15]2-[c:16]2[c:17]3[c:18]([cH:19][cH:20][cH:21][cH:22]3)[cH:23][cH:24][c:25]2[P:26]([c:27]2[cH:28][cH:29][cH:30][cH:31][cH:32]2)[c:33]2[cH:34][cH:35][cH:36][cH:37][cH:38]2)[c:39]2[cH:40][cH:41][cH:42][cH:43][cH:44]2)[cH:45][cH:46]1>>[c:48]1([NH:58][c:59]2[n:60][c:61]([Cl:75])[c:62]3[nH:63][c:64](=[O:74])[n:65]([CH:68]4[CH2:69][CH2:70][O:71][CH2:72][CH2:73]4)[c:66]3[n:67]2)[c:49]([N+:55](=[O:56])[O-:57])[cH:50][cH:51][c:52]([Cl:54])[cH:53]1.